From a dataset of the Open Reaction Database (ORD), a public repository of structured organic reaction records. describe an organic reaction: reactants, conditions, products, and yield Reactants: C=CS(C)(=O)=O, COc1cc(N2CCNCC2)c(C)cc1[N+](=O)[O-], C1COCCO1. Product: COc1cc(N2CCN(CCS(C)(=O)=O)CC2)c(C)cc1[N+](=O)[O-]. As a reaction SMILES: [CH3:19][S:20](=[O:21])(=[O:22])[CH:23]=[CH2:24].[CH3:1][c:2]1[c:3]([N:13]2[CH2:14][CH2:15][NH:16][CH2:17][CH2:18]2)[cH:4][c:5]([O:11][CH3:12])[c:6]([N+:8](=[O:9])[O-:10])[cH:7]1.[O:25]1[CH2:26][CH2:27][O:28][CH2:29][CH2:30]1>>[CH3:1][c:2]1[c:3]([N:13]2[CH2:14][CH2:15][N:16]([CH2:24][CH2:23][S:20]([CH3:19])(=[O:21])=[O:22])[CH2:17][CH2:18]2)[cH:4][c:5]([O:11][CH3:12])[c:6]([N+:8](=[O:9])[O-:10])[cH:7]1. Reactants: I(=O)(=O)Cl.I(=O)(=O)Cl.C(C1=CC=CC=C1)[N+](C)(C)C (Benzyltrimethylammonium dichloroiodate), C(C)(=O)C1=CC=C(C2=C1OCC(N2)=O)OCC2=CC=CC=C2 (8-Acetyl-5-(benzyloxy)-2H-benzo[b][1,4]oxazin-3(4H)-one), C(C)(=O)O (acetic acid), S([O-])(O)=O.[Na+] (sodium bisulphite). Solvent: ClCCl (dichloromethane), O (water), C(C)OCC (diethyl ether). Conditions: temperature 65 celsius, time 20 hour. The product is C(C1=CC=CC=C1)OC1=CC=C(C=2OCC(NC21)=O)C(CCl)=O (5-(Benzyloxy)-8-(2-chloroacetyl)-2H-benzo[b][1,4]oxazin-3(4H)-one). As a reaction SMILES: I(Cl)(=O)=O.I([Cl:8])(=O)=O.C([N+](C)(C)C)C1C=CC=CC=1.[C:20]([C:23]1[C:28]2[O:29][CH2:30][C:31](=[O:33])[NH:32][C:27]=2[C:26]([O:34][CH2:35][C:36]2[CH:41]=[CH:40][CH:39]=[CH:38][CH:37]=2)=[CH:25][CH:24]=1)(=[O:22])[CH3:21].C(O)(=O)C.S(=O)(O)[O-].[Na+]>ClCCl.C(OCC)C.O>[CH2:35]([O:34][C:26]1[C:27]2[NH:32][C:31](=[O:33])[CH2:30][O:29][C:28]=2[C:23]([C:20](=[O:22])[CH2:21][Cl:8])=[CH:24][CH:25]=1)[C:36]1[CH:41]=[CH:40][CH:39]=[CH:38][CH:37]=1 |f:0.1.2,5.6|. Reported procedure: Benzyltrimethylammonium dichloroiodate (14.17 g) was added to a stirred solution of 8-acetyl-5-(benzyloxy)-2H-benzo[b][1,4]oxazin-3(4H)-one (example 11, step d) (5.5 g) in a mixture of dichloromethane (100 mL), acetic acid (33 mL) and water (5.5 mL) and the reaction mixture stirred at 65° C. for 20 h. The reaction was cooled to ambient temperature, treated with aqueous sodium bisulphite (5.78 g in 100 mL) and stirred for a further 30 min. The mixture was diluted with diethyl ether (200 mL) and t... Reactants: BrCC(=O)OCC (ethyl bromoacetate), O (water), OC=1C=C(C=CC1)C=1OC[C@@H](N1)C1=CC=CC=C1 (4,5-dihydro-2-(3-hydroxyphenyl)-4(S)-phenyloxazole), C([O-])([O-])=O.[K+].[K+] (potassium carbonate). Run in CN(C)C=O (DMF), CN(C)C=O (DMF). Conditions: time 12 hour. The product is C1(=CC=CC=C1)[C@@H]1N=C(OC1)C=1C=C(OCC(=O)OCC)C=CC1 (Ethyl 3-(4,5-dihydro-4(S)-phenyloxazol-2-yl)phenoxyacetate). Isolated yield 100.2%. RXN SMILES: [OH:1][C:2]1[CH:3]=[C:4]([C:8]2[O:9][CH2:10][C@H:11]([C:13]3[CH:18]=[CH:17][CH:16]=[CH:15][CH:14]=3)[N:12]=2)[CH:5]=[CH:6][CH:7]=1.C(=O)([O-])[O-].[K+].[K+].Br[CH2:26][C:27]([O:29][CH2:30][CH3:31])=[O:28].O>CN(C=O)C>[C:13]1([C@H:11]2[CH2:10][O:9][C:8]([C:4]3[CH:3]=[C:2]([CH:7]=[CH:6][CH:5]=3)[O:1][CH2:26][C:27]([O:29][CH2:30][CH3:31])=[O:28])=[N:12]2)[CH:14]=[CH:15][CH:16]=[CH:17][CH:18]=1 |f:1.2.3|. Reported procedure: To a vigorously stirred mixture of 4,5-dihydro-2-(3-hydroxyphenyl)-4(S)-phenyloxazole (2.04 g, 8.5 mmol) and potassium carbonate (2.36 g, 17 mmol) in DMF (40 ml) was added dropwise over 5 min. a solution of ethyl bromoacetate (1.71 g, 10.2 mmol) in DMF (5 ml) at ambient temperature. The reaction mixture was stirred for 12 h and then poured into water (100 ml). The mixture was extracted with diethyl ether (3×50 ml), and the combined extracts were washed with brine (50 ml), dried (MgSO4) and conce... Starting materials: FC(C(C(C(C(C(C(C(F)(F)F)(F)F)(F)F)(F)F)(F)F)(F)F)(F)F)(C=1C=C(C=CC1)NC1=C(C=C(C=C1)[N+](=O)[O-])[N+](=O)[O-])F (N-[3-(perfluorooctyl)phenyl]-2,4-dinitrobenzenamine), C(C=C)Br (allyl bromide), C([O-])([O-])=O.[K+].[K+] (potassium carbonate). The solvent is CN1C(CCC1)=O (N-methyl pyrrolidone). Conditions: temperature 65 celsius. Product: C(C=C)N(C1=C(C=C(C=C1)[N+](=O)[O-])[N+](=O)[O-])C1=CC(=CC=C1)C(C(C(C(C(C(C(C(F)(F)F)(F)F)(F)F)(F)F)(F)F)(F)F)(F)F)(F)F (N-allyl-N-[3-(perfluorooctyl)phenyl]-2,4-dinitrobenzenamine). Reaction SMILES: [F:1][C:2]([F:44])([C:25]1[CH:26]=[C:27]([NH:31][C:32]2[CH:37]=[CH:36][C:35]([N+:38]([O-:40])=[O:39])=[CH:34][C:33]=2[N+:41]([O-:43])=[O:42])[CH:28]=[CH:29][CH:30]=1)[C:3]([F:24])([F:23])[C:4]([F:22])([F:21])[C:5]([F:20])([F:19])[C:6]([F:18])([F:17])[C:7]([F:16])([F:15])[C:8]([F:14])([F:13])[C:9]([F:12])([F:11])[F:10].[CH2:45](Br)[CH:46]=[CH2:47].C(=O)([O-])[O-].[K+].[K+]>CN1CCCC1=O>[CH2:47]([N:31]([C:27]1[CH:28]=[CH:29][CH:30]=[C:25]([C:2]([F:44])([F:1])[C:3]([F:23])([F:24])[C:4]([F:22])([F:21])[C:5]([F:20])([F:19])[C:6]([F:17])([F:18])[C:7]([F:16])([F:15])[C:8]([F:14])([F:13])[C:9]([F:12])([F:11])[F:10])[CH:26]=1)[C:32]1[CH:37]=[CH:36][C:35]([N+:38]([O-:40])=[O:39])=[CH:34][C:33]=1[N+:41]([O-:43])=[O:42])[CH:46]=[CH2:45] |f:2.3.4|. Procedure: A mixture of N-[3-(perfluorooctyl)phenyl]-2,4-dinitrobenzenamine (5.4 g), allyl bromide (1.5 mL), potassium carbonate (2.6 g) and N-methyl pyrrolidone (15 mL) was heated to 60-70° C. for 5.5 hr. Extraction in the normal fashion gave 5.6 g of N-allyl-N-[3-(perfluorooctyl)phenyl]-2,4-dinitrobenzenamine. The reactants are O=C(O)Cc1cccc2c(=O)cc(C3=CCCCC3)oc12, CC1(C)OCC(CO)O1, C(=NC1CCCCC1)=NC1CCCCC1, ClCCl. Product: CC1(C)OCC(COC(=O)Cc2cccc3c(=O)cc(C4=CCCCC4)oc23)O1. RXN SMILES: [C:1]1([c:7]2[o:8][c:9]3[c:10]([c:11](=[O:13])[cH:12]2)[cH:14][cH:15][cH:16][c:17]3[CH2:18][C:19](=[O:20])[OH:21])=[CH:2][CH2:3][CH2:4][CH2:5][CH2:6]1.[CH3:22][C:23]1([CH3:30])[O:24][CH2:25][CH:26]([CH2:28][OH:29])[O:27]1.[CH:31]1([N:32]=[C:33]=[N:34][CH:35]2[CH2:36][CH2:37][CH2:38][CH2:39][CH2:40]2)[CH2:41][CH2:42][CH2:43][CH2:44][CH2:45]1.[Cl:46][CH2:47][Cl:48]>>[C:1]1([c:7]2[o:8][c:9]3[c:10]([c:11](=[O:13])[cH:12]2)[cH:14][cH:15][cH:16][c:17]3[CH2:18][C:19](=[O:20])[O:21][CH2:28][CH:26]2[CH2:25][O:24][C:23]([CH3:22])([CH3:30])[O:27]2)=[CH:2][CH2:3][CH2:4][CH2:5][CH2:6]1. Starting materials: BOC, C(C\C=C\C=C)OC(=O)[C@@H]1CN(CCN1)C([C@H](CC1=CC(=CC=C1)O[Si](C)(C)C(C)(C)C)NC([C@H](C(C)C)NC(=O)OC(C)(C)C)=O)=O ((S)-((E)-hexa-3,5-dienyl)1-((S)-2-((S)-2-(tert-butoxycarbonylamino)-3-methylbutanamido)-3-(3-(tert-butyldimethylsilyloxy)phenyl)propanoyl)piperazine-3-carboxylate), 3b, C(CC=C)OC(=O)[C@H]1NN(CCC1)C([C@H](CC1=CC(=CC=C1)O[Si](C)(C)C(C)(C)C)NC([C@H](C(C)C)NC(=O)OC(C)(C)C)=O)=O ((S)-1-{(S)-2-((S)-2-tert-Butoxycarbonylamino-3-methyl-butyrylamino)-3-[3-(tert-butyl-dimethyl-silanyloxy)-phenyl]-propionyl}-hexahydro-pyridazine-3-carboxylic Acid but-3-enyl Ester), C(CC=C)OC(=O)[C@H]1NN(CCC1)C([C@H](CC1=CC(=CC=C1)O[Si](C)(C)C(C)(C)C)NC([C@H](C(C)C)NC(=O)OC(C)(C)C)=O)=O ((S)-1-{(S)-2-((S)-2-tert-Butoxycarbonylamino-3-methyl-butyrylamino)-3-[3-(tert-butyl-dimethyl-silanyloxy)-phenyl]-propionyl}-hexahydro-pyridazine-3-carboxylic Acid but-3-enyl Ester), C(CC=C)O (but-3-en-1-ol). Yields the product C(C\C=C\C=C)OC(=O)[C@H]1NN(CCC1)C([C@H](CC1=CC(=CC=C1)O[Si](C)(C)C(C)(C)C)NC([C@H](C(C)C)N)=O)=O ((S)-1-{(S)-2-((S)-2-amino-3-methylbutyryl amino)-3-[3-(tert-butyl-dimethyl-silanyloxy)-phenyl]-propionyl}-hexahydro-pyridazine-3-carboxylic acid (E)-hexa-3,5-dienyl ester). RXN SMILES: [CH2:1]([O:5][C:6]([C@@H:8]1[CH2:13][CH2:12][CH2:11][N:10]([C:14](=[O:46])[C@@H:15]([NH:31][C:32](=[O:45])[C@@H:33]([NH:37]C(OC(C)(C)C)=O)[CH:34]([CH3:36])[CH3:35])[CH2:16][C:17]2[CH:22]=[CH:21][CH:20]=[C:19]([O:23][Si:24]([C:27]([CH3:30])([CH3:29])[CH3:28])([CH3:26])[CH3:25])[CH:18]=2)[NH:9]1)=[O:7])[CH2:2][CH:3]=[CH2:4].[CH2:47](OC([C@H]1NCCN(C(=O)[C@@H](NC(=O)[C@@H](NC(OC(C)(C)C)=O)C(C)C)CC2C=CC=C(O[Si](C(C)(C)C)(C)C)C=2)C1)=O)[CH2:48]/C=C/C=C.C(O)CC=C>>[CH2:1]([O:5][C:6]([C@@H:8]1[CH2:13][CH2:12][CH2:11][N:10]([C:14](=[O:46])[C@@H:15]([NH:31][C:32](=[O:45])[C@@H:33]([NH2:37])[CH:34]([CH3:36])[CH3:35])[CH2:16][C:17]2[CH:22]=[CH:21][CH:20]=[C:19]([O:23][Si:24]([C:27]([CH3:28])([CH3:30])[CH3:29])([CH3:25])[CH3:26])[CH:18]=2)[NH:9]1)=[O:7])[CH2:2]/[CH:3]=[CH:4]/[CH:47]=[CH2:48]. Procedure: A solution of 10d (83.5 mg, 0.485 mmol.) in anhydrous dimethylformamide (4 ml) was cooled to 0° C. before adding N,N-diisopropylethylamine (340 uL, 1.94 mmol.) and 2-(1H-7-azabenzotriazol-1-yl)-1,1,3,3-tetramethyl uronium hexafluorophosphate methanaminium (185 mg, 0.485 mmol.) The reaction mixture was stirred at 0° C. for 20 minutes before addition of (S)-1-{(S)-2-((S)-2-amino-3-methylbutyryl amino)-3-[3-(tert-butyl-dimethyl-silanyloxy)-phenyl]-propionyl}-hexahydro-pyridazine-3-carboxylic acid (... Reactants: BrCc1ccccc1, [K+], [K+], O=[N+]([O-])c1cccc(O)c1, O=C([O-])[O-], CN(C)C=O, O. The product is O=[N+]([O-])c1cccc(OCc2ccccc2)c1. Reaction SMILES: [Br:11][CH2:12][c:13]1[cH:14][cH:15][cH:16][cH:17][cH:18]1.[K+:19].[K+:20].[N+:1](=[O:2])([O-:3])[c:4]1[cH:5][c:6]([OH:10])[cH:7][cH:8][cH:9]1.[O-:21][C:22]([O-:23])=[O:24].[O:25]=[CH:26][N:27]([CH3:28])[CH3:29].[OH2:30]>>[N+:1](=[O:2])([O-:3])[c:4]1[cH:5][c:6]([O:10][CH2:12][c:13]2[cH:14][cH:15][cH:16][cH:17][cH:18]2)[cH:7][cH:8][cH:9]1.